This data is from the Open Reaction Database (ORD), a public repository of structured organic reaction records. The task is: describe an organic reaction: reactants, conditions, products, and yield The reactants are ClCCl, Cl, CC(C)(C)OC(=O)N1CCC2(CCCN(Cc3cccc4ccccc34)C2=O)CC1. The product is Cl, O=C1N(Cc2cccc3ccccc23)CCCC12CCNCC2. Reaction SMILES: [Cl:32][CH2:33][Cl:34].[ClH:1].[c:2]1([CH2:12][N:13]2[C:14](=[O:31])[C:15]3([CH2:16][CH2:17][CH2:18]2)[CH2:19][CH2:20][N:21]([C:24]([O:25][C:26]([CH3:27])([CH3:28])[CH3:29])=[O:30])[CH2:22][CH2:23]3)[cH:3][cH:4][cH:5][c:6]2[cH:7][cH:8][cH:9][cH:10][c:11]12>>[ClH:1].[c:2]1([CH2:12][N:13]2[C:14](=[O:31])[C:15]3([CH2:16][CH2:17][CH2:18]2)[CH2:19][CH2:20][NH:21][CH2:22][CH2:23]3)[cH:3][cH:4][cH:5][c:6]2[cH:7][cH:8][cH:9][cH:10][c:11]12.